From a dataset of the Open Reaction Database (ORD), a public repository of structured organic reaction records. describe an organic reaction: reactants, conditions, products, and yield Starting materials: C(C)(C)(C)OC(=O)N1CC(C(CC1)O)CN=[N+]=[N-] (3-azidomethyl-4-hydroxy-piperidine-1-carboxylic acid tert-butyl ester), [H-].[Na+] (NaH), IC (Iodomethane). Solvent: CN(C)C=O (DMF). Run at temperature 0 celsius, time 20 minute. Yields the product C(C)(C)(C)OC(=O)N1CC(C(CC1)OC)CN=[N+]=[N-] (3-azidomethyl-4-methoxy-piperidine-1-carboxylic acid tert-butyl ester). The yield is 76.0%. As a reaction SMILES: [C:1]([O:5][C:6]([N:8]1[CH2:13][CH2:12][CH:11]([OH:14])[CH:10]([CH2:15][N:16]=[N+:17]=[N-:18])[CH2:9]1)=[O:7])([CH3:4])([CH3:3])[CH3:2].[H-].[Na+].I[CH3:22]>CN(C=O)C>[C:1]([O:5][C:6]([N:8]1[CH2:13][CH2:12][CH:11]([O:14][CH3:22])[CH:10]([CH2:15][N:16]=[N+:17]=[N-:18])[CH2:9]1)=[O:7])([CH3:4])([CH3:2])[CH3:3] |f:1.2|. Procedure: To a stirred solution of 3-azidomethyl-4-hydroxy-piperidine-1-carboxylic acid tert-butyl ester (2 mmol, 0.512 g; Example 100) in DMF (5 mL) at 0° C. was added NaH (0.1 g, 60% dispersion in mineral oil) and continued stirring at 0° C. for 20 min. To this was Iodomethane (0.5 mL) and stirred at room temperature for 20 min. The volatiles were removed under reduced pressure, residue was dissolved in ethyl acetate (10 mL), washed with water, separated the organic layer, dried and concentrated under r... Starting materials: FC(S(=O)(=O)OS(=O)(=O)C(F)(F)F)(F)F (Trifluoromethanesulfonic anhydride), OCCCCC1C(OCC1)=O (3-(4-hydroxybutyl)-dihydrofuran-2(3H)-one), CCN(C(C)C)C(C)C (DIEA). Solvent: C(Cl)Cl (CH2Cl2), C(Cl)Cl (CH2Cl2). Reaction conditions: temperature 0 celsius, time 1.5 hour. The product is FC(S(=O)(=O)OCCCCC1C(OCC1)=O)(F)F (4-(2-oxotetrahydrofuran-3-yl)butyl trifluoromethanesulfonate). Yield: 22.6%. RXN SMILES: [F:1][C:2]([F:15])([F:14])[S:3]([O:6]S(C(F)(F)F)(=O)=O)(=[O:5])=[O:4].O[CH2:17][CH2:18][CH2:19][CH2:20][CH:21]1[CH2:25][CH2:24][O:23][C:22]1=[O:26].CCN(C(C)C)C(C)C>C(Cl)Cl>[F:1][C:2]([F:15])([F:14])[S:3]([O:6][CH2:17][CH2:18][CH2:19][CH2:20][CH:21]1[CH2:25][CH2:24][O:23][C:22]1=[O:26])(=[O:5])=[O:4]. Procedure: Trifluoromethanesulfonic anhydride (0.64 mL, 3.8 mmol) was added dropwise to a 0° C. solution of 3-(4-hydroxybutyl)-dihydrofuran-2(3H)-one (0.50 g, 3.2 mmol) and DIEA (0.94 mL, 5.4 mmol) in CH2Cl2 (15 mL). After stirring at 0° C. for 1.5 hours, the reaction was diluted with CH2Cl2 and washed sequentially with water, 1 M HCl, and water. The organics were dried over MgSO4 and concentrated under reduced pressure. The crude product was chromatographed (1:2 EtOAc/hexanes) to afford the product as a c... The reactants are CS(=O)(=O)O (Methanesulphonic acid), FC1=C(C(=CC=2SC(=CC21)C(NO)=N)OC)OC (4-fluoro-N-hydroxy-5,6-dimethoxybenzo[b]thiophene-2-carboximidamide), C(C)OCC (diethyl ether). Solvent: CO (methanol). Yields the product CS(=O)(=O)O.FC1=C(C(=CC=2SC(=CC21)C(NO)=N)OC)OC (4-fluoro-N-hydroxy-5,6-dimethoxybenzo[b]thiophene-2-carboximidamide methanesulphonate). Reaction SMILES: [CH3:1][S:2]([OH:5])(=[O:4])=[O:3].[F:6][C:7]1[C:15]2[CH:14]=[C:13]([C:16](=[NH:19])[NH:17][OH:18])[S:12][C:11]=2[CH:10]=[C:9]([O:20][CH3:21])[C:8]=1[O:22][CH3:23].C(OCC)C>CO>[CH3:1][S:2]([OH:5])(=[O:4])=[O:3].[F:6][C:7]1[C:15]2[CH:14]=[C:13]([C:16](=[NH:19])[NH:17][OH:18])[S:12][C:11]=2[CH:10]=[C:9]([O:20][CH3:21])[C:8]=1[O:22][CH3:23] |f:4.5|. Procedure details: Methanesulphonic acid (2 ml) was added to a stirred suspension of 7.75 g of 4-fluoro-N-hydroxy-5,6-dimethoxybenzo[b]thiophene-2-carboximidamide in 20 ml of methanol. The starting material dissolved and the resultant solution was filtered dust-free, then concentrated under reduced pressure. Dust-free diethyl ether (20 ml) was then added to the residual oily crystalline residues and the mixture was stirred until a thick paste had formed. More dust-free diethyl ether (30 ml) was then added, the mix... Starting materials: SCCO (2-mercaptoethanol), C[O-].[Na+] (sodium methylate), C(C)(=O)C1=C(C(=C(OCCCBr)C=C1)CCC)O (3-(4-acetyl-3-hydroxy-2-propylphenoxy)-propyl bromide). Product: C(C)(=O)C1=C(C(=C(OCCCSCCO)C=C1)CCC)O (S-[3-(4-Acetyl-3-hydroxy-2-propylphenoxy)-propyl]-2-mercaptoethanol). As a reaction SMILES: [SH:1][CH2:2][CH2:3][OH:4].C[O-].[Na+].[C:8]([C:11]1[CH:21]=[CH:20][C:14]([O:15][CH2:16][CH2:17][CH2:18]Br)=[C:13]([CH2:22][CH2:23][CH3:24])[C:12]=1[OH:25])(=[O:10])[CH3:9]>>[C:8]([C:11]1[CH:21]=[CH:20][C:14]([O:15][CH2:16][CH2:17][CH2:18][S:1][CH2:2][CH2:3][OH:4])=[C:13]([CH2:22][CH2:23][CH3:24])[C:12]=1[OH:25])(=[O:10])[CH3:9] |f:1.2|. Procedure: 4.68 g. (60 mMole) 2-mercaptoethanol are stirred for 10 minutes at ambient temperature with 60 ml. 1M sodium methylate solution. Subsequently, 9.39 g. 3-(4-acetyl-3-hydroxy-2-propylphenoxy)-propyl bromide are added thereto and the reaction mixture is boiled under reflux for 5 hours. The reaction mixture is thereafter evaporated and the residue mixed with water and ethyl acetate. The ethyl acetate phase is successively shaken with 2M aqueous sodium hydroxide solution and with 2M hydrochloric acid... Reactants: [Br-], [Br-], [Br-], O=C(O)C(O)(c1ccccc1)C1CCCC1, O=C(C[N+]12CCC(CC1)C(O)C2)Nc1ccon1, O=C(C[N+]12CCC(CC1)C(O)C2)Nc1cnccn1, CC(C(=O)OC1C[N+]2(CC(=O)Nc3ccon3)CCC1CC2)(c1ccccc1)c1ccccc1. Yields the product [Br-], O=C(C[N+]12CCC(CC1)C(OC(=O)C(O)(c1ccccc1)C1CCCC1)C2)Nc1cnccn1. Reaction SMILES: [Br-:1].[Br-:36].[Br-:55].[CH:75]1([C:80]([C:81](=[O:82])[OH:83])([c:84]2[cH:85][cH:86][cH:87][cH:88][cH:89]2)[OH:90])[CH2:76][CH2:77][CH2:78][CH2:79]1.[OH:37][CH:38]1[CH:39]2[CH2:40][CH2:41][N+:42]([CH2:43][C:44](=[O:45])[NH:46][c:47]3[cH:48][cH:49][o:50][n:51]3)([CH2:52][CH2:53]2)[CH2:54]1.[OH:56][CH:57]1[CH2:58][N+:59]2([CH2:65][C:66]([NH:67][c:68]3[n:69][cH:70][cH:71][n:72][cH:73]3)=[O:74])[CH2:60][CH2:61][CH:62]1[CH2:63][CH2:64]2.[c:2]1([C:3]([c:4]2[cH:5][cH:6][cH:7][cH:8][cH:9]2)([CH3:10])[C:11]([O:12][CH:13]2[CH:14]3[CH2:15][CH2:16][N+:17]([CH2:18][C:19](=[O:20])[NH:21][c:22]4[cH:23][cH:24][o:25][n:26]4)([CH2:27][CH2:28]3)[CH2:29]2)=[O:30])[cH:31][cH:32][cH:33][cH:34][cH:35]1>>[Br-:1].[O:56]([CH:57]1[CH2:58][N+:59]2([CH2:65][C:66]([NH:67][c:68]3[n:69][cH:70][cH:71][n:72][cH:73]3)=[O:74])[CH2:60][CH2:61][CH:62]1[CH2:63][CH2:64]2)[C:81]([C:80]([CH:75]1[CH2:76][CH2:77][CH2:78][CH2:79]1)([c:84]1[cH:85][cH:86][cH:87][cH:88][cH:89]1)[OH:90])=[O:82]. The solvent is CO (methanol), O (water), C(C)O (ethanol), C(C)(C)O (isopropyl alcohol). Reaction SMILES: [OH-].[K+].C(=O)([O-])[O-].[K+].[K+].[CH3:9][N:10]1[CH2:14][CH2:13][CH2:12][CH2:11]1.[H-].[Na+].[CH3:17][C:18](C)([O-:20])C.[K+].C[N:24]([CH3:27])C=O>[Cu].O.C(O)C.CO.C(O)(C)C>[N:10]1[CH:14]=[CH:13][CH:12]=[CH:11][C:9]=1[C:27]1[CH:17]=[CH:18][O:20][N:24]=1 |f:0.1,2.3.4,6.7,8.9|. Reactants: [H-].[Na+] (sodium hydride), CC(C)([O-])C.[K+] (potassium t-butoxide), oxime, CN1CCCC1 (N-methylpyrrolidine), CN(C=O)C (dimethylformamide), [OH-].[K+] (potassium hydroxide), C([O-])([O-])=O.[K+].[K+] (potassium carbonate), aryl-[(aminoalkoxy)-aryl]methanone oxime hydrochloride, 2-methoxymethanol. Reagents/catalysts: [Cu] (copper), [Cu] (copper). The product is N1=C(C=CC=C1)C1=NOC=C1 (pyridylisoxazole), compound 1(f). Reported procedure: For example, aryl-[(aminoalkoxy)-aryl]methanone oxime hydrochloride of structure 7 can be stirred in a suitable protic solvent such as isopropyl alcohol, methanol, ethanol or 2-methoxymethanol, any of which may be mixed with water. The mixture is treated with an appropriate base such as 45% potassium hydroxide solution or potassium carbonate with catalytic copper powder. Alternatively, the oxime of structure 7 can be stirred with an anhydrous solvent such as dimethylformamide or N-methylpyrrolid...